From a dataset of the Open Reaction Database (ORD), a public repository of structured organic reaction records. describe an organic reaction: reactants, conditions, products, and yield Starting materials: solution, BrC1=CC=C(C=C1)C1O[C@H](C(O1)=O)CC(C)C ((5S)-2-(4-bromophenyl)-5-isobutyl-1,3-dioxolan-4-one), solution, BrC=1SC=CC1 (2-bromothiophene), [Mg] (magnesium), [NH4+].[Cl-] (NH4Cl). Reagents/catalysts: [Cl-].[Zn+2].[Cl-] (zinc chloride), [Cl-].[Zn+2].[Cl-] (zinc chloride). The solvent is CCOCC (ether), CCOCC (ether), CCOCC (ether). Conditions: temperature 50 celsius, time 30 minute. Yields the product BrC1=CC=C(C=C1)[C@H](O[C@H](C(=O)O)CC(C)C)C=1SC=CC1 ((2S)-2-{[(S)-(4-bromophenyl)(thien-2-yl)methyl]oxy}-4-methylpentanoic acid). As a reaction SMILES: Br[C:2]1[S:3][CH:4]=[CH:5][CH:6]=1.[Mg].[Br:8][C:9]1[CH:14]=[CH:13][C:12]([CH:15]2[O:19][C:18](=[O:20])[C@H:17]([CH2:21][CH:22]([CH3:24])[CH3:23])[O:16]2)=[CH:11][CH:10]=1.[NH4+].[Cl-]>CCOCC.[Cl-].[Zn+2].[Cl-]>[Br:8][C:9]1[CH:10]=[CH:11][C:12]([C@@H:15]([C:2]2[S:3][CH:4]=[CH:5][CH:6]=2)[O:16][C@@H:17]([CH2:21][CH:22]([CH3:24])[CH3:23])[C:18]([OH:20])=[O:19])=[CH:13][CH:14]=1 |f:3.4,6.7.8|. Procedure details: To a solution of 2-bromothiophene (326 mg, 2.0 mmol) in ether (8 mL) was added magnesium turnings (51 mg, 2.1 mmol). The mixture was heated at 50° C. for 1 hour, under a nitrogen atmosphere. The grignard solution was then cooled down to −40° C. and aged until addition. In a second flask, cooled at −40° C., a 0.2M solution of (5S)-2-(4-bromophenyl)-5-isobutyl-1,3-dioxolan-4-one in ether, from step 1 (5.0 mL, 1.0 mmol) was added dropwise to a 1.0M solution of zinc chloride in ether (5.0 mL, 5 mmol... Reactants: BrC1=CC=C2CCCC(C2=C1)=NNC(=S)N (7-Bromo-1-tetralone thiosemicarbazone), ketone, CO (methanol), ketone, NNC(=S)N (thiosemicarbazide), solution. Run in CC(=O)O (HOAc). The product is BrC1=CC=C2CCCC(C2=C1)=O (7-Bromo-1-tetralone). Yield: 68.0%. RXN SMILES: [Br:1][C:2]1[CH:11]=[C:10]2[C:5]([CH2:6][CH2:7][CH2:8][C:9]2=NNC(N)=S)=[CH:4][CH:3]=1.C[OH:18].NNC(N)=S>CC(O)=O>[Br:1][C:2]1[CH:11]=[C:10]2[C:5]([CH2:6][CH2:7][CH2:8][C:9]2=[O:18])=[CH:4][CH:3]=1. Reported procedure: 7-Bromo-1-tetralone thiosemicarbazone (21) Into a round bottom flask containing the appropriate ketone (0.347 g, 1.54 mmol), 10 mL of anhydrous methanol were added and the solution was refluxed for about 10 minutes. To the warm ketone solution, thiosemicarbazide (0.246 g, 2.70 mmol) and 0.7 mL of 1% solution of HOAc were added. The reaction mixture was refluxed under nitrogen atmosphere for 18 h, at which point, the solvent was evaporated. The crude reaction mixture was purified by flash chromat... The reactants are FC=1C=C2C=C(C=NC2=CC1)C (6-Fluoro-3-methyl-quinoline), FC=1C=C2C=C(C=NC2=CC1)C (6-Fluoro-3-methyl-quinoline), aq. solution, [O-]S(=O)[O-].[Na+].[Na+] (Na2SO3), OO (H2O2), [I-].[Na+] (sodium iodide). Run in C(C)(=O)O (acetic acid). Conditions: temperature 80 celsius, time 16 hour. Yields the product FC=1C=C2C=C(C=[N+](C2=CC1)[O-])C (6-fluoro-3-methyl-quinoline 1-oxide). Reaction SMILES: [F:1][C:2]1[CH:3]=[C:4]2[C:9](=[CH:10][CH:11]=1)[N:8]=[CH:7][C:6]([CH3:12])=[CH:5]2.OO.[O-:15]S([O-])=O.[Na+].[Na+].[I-].[Na+]>C(O)(=O)C>[F:1][C:2]1[CH:3]=[C:4]2[C:9](=[CH:10][CH:11]=1)[N+:8]([O-:15])=[CH:7][C:6]([CH3:12])=[CH:5]2 |f:2.3.4,5.6|. Procedure: 6-Fluoro-3-methyl-quinoline (Intermediate 28) (48.0 mg, 0.298 mmol) was dissolved in acetic acid (1 mL) and 30% aqueous H2O2 (0.040 mL, 0.396 mmol) was added. This was stirred at 80° C. for 16 h before cooling. A few mLs of a 10% aq. solution of Na2SO3 was added followed by a spatula tip of sodium iodide. This was stirred for 10 min before partitioning between ethyl acetate and sat. NaHCO3. The separated aqueous layer was extracted with ethyl acetate and the combined organics dried over MgSO4. P... Reactants: NC1=C(C(=NN1C(=O)OC(C)(C)C)C1=CC=C(C=C1)O)C#N (tert-butyl 5-amino-4-cyano-3-(4-hydroxyphenyl)-1H-pyrazole-1-carboxylate), C(C1=CC=CC=C1)OC1=CC=C(OCCN2CCCC2)C=C1 (1-(2-(4-(benzyloxy)phenoxy)ethyl)pyrrolidine). The product is N1(CCCC1)CCOC1=CC=C(C=C1)O (4-(2-(pyrrolidin-1-yl)ethoxy)phenol). Reaction SMILES: NC1N(C(OC(C)(C)C)=O)N=C(C2C=CC(O)=CC=2)C=1C#N.C([O:30][C:31]1[CH:44]=[CH:43][C:34]([O:35][CH2:36][CH2:37][N:38]2[CH2:42][CH2:41][CH2:40][CH2:39]2)=[CH:33][CH:32]=1)C1C=CC=CC=1>>[N:38]1([CH2:37][CH2:36][O:35][C:34]2[CH:33]=[CH:32][C:31]([OH:30])=[CH:44][CH:43]=2)[CH2:42][CH2:41][CH2:40][CH2:39]1. Procedure: Compound 106B was prepared in a similar manner to the synthesis of compound 31F by substituting compound 31E with compound 106A: 1H NMR (DMSO-d6): δ 8.88 (s, 1H), 6.72-6.75 (m, 2H), 6.64-6.67 (m, 2H), 3.94 (d, J=6.1 Hz, 2H), 2.72 (d, J=5.95 Hz, 2H), 2.48-2.51 (m, 4H), 1.65-1.68 (m, 4H) ESI (+)/MS: 208 (M+H)+. Reactants: BrCc1cccc(Br)n1, CP1(=O)CCNCC1, CCN(C(C)C)C(C)C, Cl, CN(C)C=O. Product: CP1(=O)CCN(Cc2cccc(Br)n2)CC1. RXN SMILES: [Br:1][c:2]1[n:3][c:4]([CH2:8][Br:9])[cH:5][cH:6][cH:7]1.[CH3:11][P:12]1(=[O:18])[CH2:13][CH2:14][NH:15][CH2:16][CH2:17]1.[CH:19]([N:20]([CH2:21][CH3:22])[CH:23]([CH3:24])[CH3:25])([CH3:26])[CH3:27].[ClH:10].[O:28]=[CH:29][N:30]([CH3:31])[CH3:32]>>[Br:1][c:2]1[n:3][c:4]([CH2:8][N:15]2[CH2:14][CH2:13][P:12]([CH3:11])(=[O:18])[CH2:17][CH2:16]2)[cH:5][cH:6][cH:7]1. Reactants: CC(C)(C)c1ccc(B(O)O)cc1, Cc1cc(Nc2cc3ccccc3c(Cl)n2)n[nH]1. Yields the product Cc1cc(Nc2cc3ccccc3c(-c3ccc(C(C)(C)C)cc3)n2)n[nH]1. Reaction SMILES: [C:19]([CH3:20])([CH3:21])([CH3:22])[c:23]1[cH:24][cH:25][c:26]([B:29]([OH:30])[OH:31])[cH:27][cH:28]1.[Cl:1][c:2]1[n:3][c:4]([NH:12][c:13]2[n:14][nH:15][c:16]([CH3:18])[cH:17]2)[cH:5][c:6]2[cH:7][cH:8][cH:9][cH:10][c:11]12>>[c:2]1(-[c:26]2[cH:25][cH:24][c:23]([C:19]([CH3:20])([CH3:21])[CH3:22])[cH:28][cH:27]2)[n:3][c:4]([NH:12][c:13]2[n:14][nH:15][c:16]([CH3:18])[cH:17]2)[cH:5][c:6]2[cH:7][cH:8][cH:9][cH:10][c:11]12. Reactants: CC(C)(C)OC(=O)C=Cc1cc[nH]c1, O=S(=O)(Cl)c1ccc(-c2ccccc2)cc1. The product is CC(C)(C)OC(=O)C=Cc1ccn(S(=O)(=O)c2ccc(-c3ccccc3)cc2)c1. RXN SMILES: [C:1]([CH3:2])([CH3:3])([CH3:4])[O:5][C:6]([CH:7]=[CH:8][c:9]1[cH:10][nH:11][cH:12][cH:13]1)=[O:14].[c:15]1(-[c:25]2[cH:26][cH:27][cH:28][cH:29][cH:30]2)[cH:16][cH:17][c:18]([S:21](=[O:22])(=[O:23])[Cl:24])[cH:19][cH:20]1>>[C:1]([CH3:2])([CH3:3])([CH3:4])[O:5][C:6]([CH:7]=[CH:8][c:9]1[cH:10][n:11]([S:21]([c:18]2[cH:17][cH:16][c:15](-[c:25]3[cH:26][cH:27][cH:28][cH:29][cH:30]3)[cH:20][cH:19]2)(=[O:22])=[O:23])[cH:12][cH:13]1)=[O:14]. Starting materials: C(C)OC(=O)C=1C=C(C=CC1)C1=CC=C(C=C1)C (4′-methyl-biphenyl-3-carboxylic acid ethyl ester), BrC=1C=C(C(=O)OCC)C=CC1 (Ethyl 3-bromobenzoate), CC=1C=C(C=CC1)B(O)O (3-methylbenzeneboronic acid), C([O-])([O-])=O.[Na+].[Na+] (sodium carbonate), C1(=CC=CC=C1)P(C1=CC=CC=C1)C1=CC=CC=C1 (triphenylphosphine). Reagents/catalysts: C(C)(=O)[O-].[Pd+2].C(C)(=O)[O-] (palladium(II) acetate), [Cu]I (copper(I) iodide). Run in C1CCOC1 (THF). The product is C(C)OC(=O)C=1C=C(C=CC1)C1=CC(=CC=C1)C (3′-Methyl-biphenyl-3-carboxylic acid ethyl ester). Reaction SMILES: [CH2:1]([O:3][C:4]([C:6]1[CH:7]=[C:8]([C:12]2[CH:17]=[CH:16][C:15](C)=[CH:14][CH:13]=2)[CH:9]=[CH:10][CH:11]=1)=[O:5])[CH3:2].Br[C:20]1C=C(C=CC=1)C(OCC)=O.CC1C=C(B(O)O)C=CC=1.C(=O)([O-])[O-].[Na+].[Na+].C1(P(C2C=CC=CC=2)C2C=CC=CC=2)C=CC=CC=1>C1COCC1.C([O-])(=O)C.[Pd+2].C([O-])(=O)C.[Cu]I>[CH2:1]([O:3][C:4]([C:6]1[CH:7]=[C:8]([C:12]2[CH:13]=[CH:14][CH:15]=[C:16]([CH3:20])[CH:17]=2)[CH:9]=[CH:10][CH:11]=1)=[O:5])[CH3:2] |f:3.4.5,8.9.10|. Reported procedure: 3′-Methyl-biphenyl-3-carboxylic acid ethyl ester was synthesized as described for 4′-methyl-biphenyl-3-carboxylic acid ethyl ester. Ethyl 3-bromobenzoate (3.83 g, 16.72 mmol, 1 eq.) and 3-methylbenzeneboronic acid (2.5 g, 18.39 mmol, 1.1 eq.) in THF were treated with aqueous sodium carbonate (2M solution, 18.4 mL, 36.78 mmol, 2.2 eq.), palladium(II) acetate (0.37 g, 1.67 mmol, 10 mol %), triphenylphosphine (1.93 g, 7.35 mmol, 4.4×Pd), and copper(I) iodide (0.1 g, catalyst). When complete, the re...